From a dataset of the Open Reaction Database (ORD), a public repository of structured organic reaction records. describe an organic reaction: reactants, conditions, products, and yield Reactants: C1CCOC1, COC(=O)c1cc(NC(=O)c2cc(NC(=O)c3cc([N+](=O)[O-])nn3Cc3ccc(OC)cc3)nn2Cc2ccc(OC)cc2)nn1Cc1ccc(OC)cc1, CO, [Li+], [OH-], O. Product: COc1ccc(Cn2nc(NC(=O)c3cc(NC(=O)c4cc([N+](=O)[O-])nn4Cc4ccc(OC)cc4)nn3Cc3ccc(OC)cc3)cc2C(=O)O)cc1. As a reaction SMILES: [CH2:60]1[O:61][CH2:62][CH2:63][CH2:64]1.[CH3:1][O:2][C:3](=[O:4])[c:5]1[cH:6][c:7]([NH:19][C:20](=[O:21])[c:22]2[cH:23][c:24]([NH:36][C:37](=[O:38])[c:39]3[cH:40][c:41]([N+:53](=[O:54])[O-:55])[n:42][n:43]3[CH2:44][c:45]3[cH:46][cH:47][c:48]([O:51][CH3:52])[cH:49][cH:50]3)[n:25][n:26]2[CH2:27][c:28]2[cH:29][cH:30][c:31]([O:34][CH3:35])[cH:32][cH:33]2)[n:8][n:9]1[CH2:10][c:11]1[cH:12][cH:13][c:14]([O:17][CH3:18])[cH:15][cH:16]1.[CH3:58][OH:59].[Li+:56].[OH-:57].[OH2:65]>>[O:2]=[C:3]([OH:4])[c:5]1[cH:6][c:7]([NH:19][C:20](=[O:21])[c:22]2[cH:23][c:24]([NH:36][C:37](=[O:38])[c:39]3[cH:40][c:41]([N+:53](=[O:54])[O-:55])[n:42][n:43]3[CH2:44][c:45]3[cH:46][cH:47][c:48]([O:51][CH3:52])[cH:49][cH:50]3)[n:25][n:26]2[CH2:27][c:28]2[cH:29][cH:30][c:31]([O:34][CH3:35])[cH:32][cH:33]2)[n:8][n:9]1[CH2:10][c:11]1[cH:12][cH:13][c:14]([O:17][CH3:18])[cH:15][cH:16]1. Starting materials: C(C)(C)(C)C=1C=C(C(=O)O)C=C(C1O)C(C)(C)C (3,5-di-t-butyl-4-hydroxybenzoic acid), NC1CC(NC(C1)(C)C)(C)C (4-amino-2,2,6,6-tetramethylpiperidine), C1(CCCCC1)N=C=NC1CCCCC1 (dicyclohexylcarbodiimide). The solvent is O1CCCC1 (tetrahydrofuran), O1CCCC1 (tetrahydrofuran). The product is CC1(NC(CC(C1)NC(C1=CC(=C(C(=C1)C(C)(C)C)O)C(C)(C)C)=O)(C)C)C (N-(2,2,6,6-tetramethyl-4-piperidinyl)-3,5-di-t-butyl-4-hydroxybenzamide). As a reaction SMILES: [C:1]([C:5]1[CH:6]=[C:7]([CH:11]=[C:12]([C:15]([CH3:18])([CH3:17])[CH3:16])[C:13]=1[OH:14])[C:8](O)=[O:9])([CH3:4])([CH3:3])[CH3:2].[NH2:19][CH:20]1[CH2:25][C:24]([CH3:27])([CH3:26])[NH:23][C:22]([CH3:29])([CH3:28])[CH2:21]1.C1(N=C=NC2CCCCC2)CCCCC1>O1CCCC1>[CH3:28][C:22]1([CH3:29])[CH2:21][CH:20]([NH:19][C:8](=[O:9])[C:7]2[CH:6]=[C:5]([C:1]([CH3:3])([CH3:2])[CH3:4])[C:13]([OH:14])=[C:12]([C:15]([CH3:17])([CH3:16])[CH3:18])[CH:11]=2)[CH2:25][C:24]([CH3:27])([CH3:26])[NH:23]1. Procedure details: To a stirred solution of 25 grams (0.1 mole) of 3,5-di-t-butyl-4-hydroxybenzoic acid and 15.6 grams (0.1 mole) of 4-amino-2,2,6,6-tetramethylpiperidine in 100 milliliters of dry tetrahydrofuran was added dropwise a solution of 20.6 grams (0.1 mole) of dicyclohexylcarbodiimide in 75 milliliters of dry tetrahydrofuran. The mixture was stirred for several hours and the white solid (dicyclohexyl urea) was filtered off and discarded. Evaporation of the filtrate gave a white solid, which was recrystal... The reactants are ClC(Cl)Cl, O=C1CCC(=O)N1Cl, Nc1nccnc1-c1ccc(Cl)cc1Cl, O. Product: Nc1ncc(Cl)nc1-c1ccc(Cl)cc1Cl. Reaction SMILES: [CH:25]([Cl:26])([Cl:27])[Cl:28].[Cl:16][N:17]1[C:18](=[O:19])[CH2:20][CH2:21][C:22]1=[O:23].[Cl:1][c:2]1[c:3](-[c:9]2[c:10]([NH2:15])[n:11][cH:12][cH:13][n:14]2)[cH:4][cH:5][c:6]([Cl:8])[cH:7]1.[OH2:24]>>[Cl:1][c:2]1[c:3](-[c:9]2[c:10]([NH2:15])[n:11][cH:12][c:13]([Cl:16])[n:14]2)[cH:4][cH:5][c:6]([Cl:8])[cH:7]1. Starting materials: OCCO, CC(C)(C)[O-], CC(C)(C)OC(=O)NC1(c2ccc(-c3c(-c4ccccc4)oc4c(Cl)nccc4c3=O)cc2)CCC1, [K+], CN(C)C=O. Product: CC(C)(C)OC(=O)NC1(c2ccc(-c3c(-c4ccccc4)oc4c(OCCO)nccc4c3=O)cc2)CCC1. Reaction SMILES: [CH2:37]([CH2:38][OH:39])[OH:40].[CH3:41][C:42]([CH3:43])([O-:44])[CH3:45].[Cl:1][c:2]1[n:3][cH:4][cH:5][c:6]2[c:7]1[o:8][c:9](-[c:31]1[cH:32][cH:33][cH:34][cH:35][cH:36]1)[c:10](-[c:13]1[cH:14][cH:15][c:16]([C:19]3([NH:23][C:24]([O:25][C:26]([CH3:27])([CH3:28])[CH3:29])=[O:30])[CH2:20][CH2:21][CH2:22]3)[cH:17][cH:18]1)[c:11]2=[O:12].[K+:46].[O:47]=[CH:48][N:49]([CH3:50])[CH3:51]>>[c:2]1([O:40][CH2:37][CH2:38][OH:39])[n:3][cH:4][cH:5][c:6]2[c:7]1[o:8][c:9](-[c:31]1[cH:32][cH:33][cH:34][cH:35][cH:36]1)[c:10](-[c:13]1[cH:14][cH:15][c:16]([C:19]3([NH:23][C:24]([O:25][C:26]([CH3:27])([CH3:28])[CH3:29])=[O:30])[CH2:20][CH2:21][CH2:22]3)[cH:17][cH:18]1)[c:11]2=[O:12]. Reactants: CNc1cc(-n2cc(-c3cccc([N+](=O)[O-])c3)c3ccc(-c4ccc(OC)cc4)cc32)ncn1, CO, CN(C)C=O. The product is CNc1cc(-n2cc(-c3cccc(N)c3)c3ccc(-c4ccc(OC)cc4)cc32)ncn1. RXN SMILES: [CH3:1][O:2][c:3]1[cH:4][cH:5][c:6](-[c:9]2[cH:10][cH:11][c:12]3[c:13](-[c:26]4[cH:27][c:28]([N+:32]([O-:33])=[O:34])[cH:29][cH:30][cH:31]4)[cH:14][n:15](-[c:18]4[cH:19][c:20]([NH:24][CH3:25])[n:21][cH:22][n:23]4)[c:16]3[cH:17]2)[cH:7][cH:8]1.[CH3:35][OH:36].[O:37]=[CH:38][N:39]([CH3:40])[CH3:41]>>[CH3:1][O:2][c:3]1[cH:4][cH:5][c:6](-[c:9]2[cH:10][cH:11][c:12]3[c:13](-[c:26]4[cH:27][c:28]([NH2:32])[cH:29][cH:30][cH:31]4)[cH:14][n:15](-[c:18]4[cH:19][c:20]([NH:24][CH3:25])[n:21][cH:22][n:23]4)[c:16]3[cH:17]2)[cH:7][cH:8]1. Reactants: C(C)(=O)O[BH-](OC(C)=O)OC(C)=O.[Na+] (sodium triacetoxyborohydride), N[C@@H](C(=O)NC1CCCC1)C(C)(C)O ((R)-2-amino-N-cyclopentyl-3-hydroxy-3-methylbutanamide), C(=O)C1=C2C(=NC=C1)N(C=C2C(=O)OC)C(=O)OC(C)(C)C (1-tert-Butyl 3-methyl 4-formyl-1H-pyrrolo[2,3-b]pyridine-1,3-dicarboxylate). Run in ClCCCl (DCE). Conditions: time 30 minute. Product: C1(CCCC1)NC([C@@H](C(C)(C)O)NCC1=C2C(=NC=C1)N(C=C2C(=O)OC)C(=O)OC(C)(C)C)=O ((R)-1-tert-butyl 3-methyl 4-((1-(cyclopentylamino)-3-hydroxy-3-methyl-1-oxobutan-2-ylamino)methyl)-1H-pyrrolo[2,3-b]pyridine-1,3-dicarboxylate). As a reaction SMILES: C(O[BH-](OC(=O)C)OC(=O)C)(=O)C.[Na+].[NH2:15][C@H:16]([C:25]([OH:28])([CH3:27])[CH3:26])[C:17]([NH:19][CH:20]1[CH2:24][CH2:23][CH2:22][CH2:21]1)=[O:18].[CH:29]([C:31]1[CH:36]=[CH:35][N:34]=[C:33]2[N:37]([C:44]([O:46][C:47]([CH3:50])([CH3:49])[CH3:48])=[O:45])[CH:38]=[C:39]([C:40]([O:42][CH3:43])=[O:41])[C:32]=12)=O>ClCCCl>[CH:20]1([NH:19][C:17](=[O:18])[C@H:16]([NH:15][CH2:29][C:31]2[CH:36]=[CH:35][N:34]=[C:33]3[N:37]([C:44]([O:46][C:47]([CH3:50])([CH3:49])[CH3:48])=[O:45])[CH:38]=[C:39]([C:40]([O:42][CH3:43])=[O:41])[C:32]=23)[C:25]([OH:28])([CH3:26])[CH3:27])[CH2:21][CH2:22][CH2:23][CH2:24]1 |f:0.1|. Procedure: A mixture of sodium triacetoxyborohydride (104 mg, 0.493 mmol) and (R)-2-amino-N-cyclopentyl-3-hydroxy-3-methylbutanamide (49.4 mg, 0.246 mmol) in DCE (2 mL) was stirred at room temperature for 30 min. 1-tert-Butyl 3-methyl 4-formyl-1H-pyrrolo[2,3-b]pyridine-1,3-dicarboxylate (75 mg, 0.246 mmol) was added and the reaction mixture was stirred at room temperature for 1 h. Following reaction, the mixture was concentrated to afford the title compound. [M+H] calc'd for C25H36N4O6, 489; found, 489.3.